Dataset: the Open Reaction Database (ORD), a public repository of structured organic reaction records. Task: describe an organic reaction: reactants, conditions, products, and yield As a reaction SMILES: [Cl-:17].[Cl:1][c:2]1[cH:3][cH:4][c:5]([CH:6]=[CH:7][C:8](=[O:9])[OH:10])[cH:11][cH:12]1.[ClH:18].[ClH:27].[NH2:19][N:20]1[C:21](=[O:22])[NH:23][C:24](=[O:25])[CH2:26]1.[S:13]([Cl:14])([Cl:15])=[O:16].[cH:28]1[cH:29][cH:30][n:31][cH:32][cH:33]1>>[Cl:1][c:2]1[cH:3][cH:4][c:5]([CH:6]=[CH:7][C:8](=[O:10])[NH:19][N:20]2[C:21](=[O:22])[NH:23][C:24](=[O:25])[CH2:26]2)[cH:11][cH:12]1. Yields the product O=C(C=Cc1ccc(Cl)cc1)NN1CC(=O)NC1=O. The reactants are [Cl-], O=C(O)C=Cc1ccc(Cl)cc1, Cl, Cl, NN1CC(=O)NC1=O, O=S(Cl)Cl, c1ccncc1. The reactants are FC1=CC=C(C=C1)N1N=CC2=CC(=CC=C12)C(C(CO)(C)C)C1=CC=CC=C1 (3-(1-(4-fluorophenyl)-1H-indazol-5-yl)-2,2-dimethyl-3-phenylpropan-1-ol), CC(=O)OI1(C=2C=CC=CC2C(=O)O1)(OC(=O)C)OC(=O)C (Dess-Martin periodinane), [OH-].[Na+] (sodium hydroxide). The solvent is C(Cl)Cl (CH2Cl2). Run at time 24 hour. The product is FC1=CC=C(C=C1)N1N=CC2=CC(=CC=C12)C(C(C=O)(C)C)C1=CC=CC=C1 (3-(1-(4-fluorophenyl)-1H-indazol-5-yl)-2,2-dimethyl-3-phenylpropanal). Yield: 79.0%. RXN SMILES: [F:1][C:2]1[CH:7]=[CH:6][C:5]([N:8]2[C:16]3[C:11](=[CH:12][C:13]([CH:17]([C:23]4[CH:28]=[CH:27][CH:26]=[CH:25][CH:24]=4)[C:18]([CH3:22])([CH3:21])[CH2:19][OH:20])=[CH:14][CH:15]=3)[CH:10]=[N:9]2)=[CH:4][CH:3]=1.CC(OI1(OC(C)=O)(OC(C)=O)OC(=O)C2C=CC=CC1=2)=O.[OH-].[Na+]>C(Cl)Cl>[F:1][C:2]1[CH:3]=[CH:4][C:5]([N:8]2[C:16]3[C:11](=[CH:12][C:13]([CH:17]([C:23]4[CH:24]=[CH:25][CH:26]=[CH:27][CH:28]=4)[C:18]([CH3:22])([CH3:21])[CH:19]=[O:20])=[CH:14][CH:15]=3)[CH:10]=[N:9]2)=[CH:6][CH:7]=1 |f:2.3|. Reported procedure: To a stirred solution of 3-(1-(4-fluorophenyl)-1H-indazol-5-yl)-2,2-dimethyl-3-phenylpropan-1-ol (1.3 g, 3.5 mmol) in CH2Cl2 (150 mL) was added Dess-Martin periodinane (2.12 g, 5.0 mmol) portionwise at RT under nitrogen. After stirring at RT for 24 hr, the mixture was poured into a 1N sodium hydroxide solution (100 mL), extracted with CH2Cl2 (100 mL), dried (Na2SO4) and concentrated. The crude residue was purified over silica gel eluting with EtOAc/hexanes (1:3) to give 1.03 g (79% yield) of 3-(... Yields the product Nc1cc(Br)cnc1[N+](=O)[O-]. Starting materials: CCOC(=O)Nc1cc(Br)cnc1[N+](=O)[O-], CCO, [K+], [OH-], O. Reaction SMILES: [Br:1][c:2]1[cH:3][c:4]([NH:11][C:12]([O:13][CH2:14][CH3:15])=[O:16])[c:5]([N+:8](=[O:9])[O-:10])[n:6][cH:7]1.[CH3:19][CH2:20][OH:21].[K+:18].[OH-:17].[OH2:22]>>[Br:1][c:2]1[cH:3][c:4]([NH2:11])[c:5]([N+:8](=[O:9])[O-:10])[n:6][cH:7]1. The reactants are CO, CCO, Cl, CC(C)(C)OC(=O)N1CCC(n2c(=O)[nH]c3ccc(OC(F)(F)F)cc32)CC1. Yields the product Cl, O=c1[nH]c2ccc(OC(F)(F)F)cc2n1C1CCNCC1. As a reaction SMILES: [CH3:30][OH:31].[CH3:32][CH2:33][OH:34].[ClH:29].[O:1]=[c:2]1[nH:3][c:4]2[c:5]([n:6]1[CH:7]1[CH2:8][CH2:9][N:10]([C:13]([O:14][C:15]([CH3:16])([CH3:17])[CH3:18])=[O:19])[CH2:11][CH2:12]1)[cH:20][c:21]([O:24][C:25]([F:26])([F:27])[F:28])[cH:22][cH:23]2>>[ClH:29].[O:1]=[c:2]1[nH:3][c:4]2[c:5]([n:6]1[CH:7]1[CH2:8][CH2:9][NH:10][CH2:11][CH2:12]1)[cH:20][c:21]([O:24][C:25]([F:26])([F:27])[F:28])[cH:22][cH:23]2. Product: CCCCc1nc(C)n(Cc2noc(-c3ccccc3)n2)c(=O)c1Cc1ccc(-c2ccccc2C#N)cc1. Reaction SMILES: [C:28](=[O:29])([O-:30])[O-:31].[CH2:1]([CH2:2][CH2:3][CH3:4])[c:5]1[n:6][c:7]([CH3:27])[nH:8][c:9](=[O:26])[c:10]1[CH2:11][c:12]1[cH:13][cH:14][c:15](-[c:18]2[c:19]([C:24]#[N:25])[cH:20][cH:21][cH:22][cH:23]2)[cH:16][cH:17]1.[CH3:47][N:48]([CH3:49])[CH:50]=[O:51].[CH3:52][CH2:53][O:54][C:55](=[O:56])[CH3:57].[Cl:34][CH2:35][c:36]1[n:37][o:38][c:39](-[c:41]2[cH:42][cH:43][cH:44][cH:45][cH:46]2)[n:40]1.[K+:32].[K+:33]>>[CH2:1]([CH2:2][CH2:3][CH3:4])[c:5]1[n:6][c:7]([CH3:27])[n:8]([CH2:35][c:36]2[n:37][o:38][c:39](-[c:41]3[cH:42][cH:43][cH:44][cH:45][cH:46]3)[n:40]2)[c:9](=[O:26])[c:10]1[CH2:11][c:12]1[cH:13][cH:14][c:15](-[c:18]2[c:19]([C:24]#[N:25])[cH:20][cH:21][cH:22][cH:23]2)[cH:16][cH:17]1. Reactants: O=C([O-])[O-], CCCCc1nc(C)[nH]c(=O)c1Cc1ccc(-c2ccccc2C#N)cc1, CN(C)C=O, CCOC(C)=O, ClCc1noc(-c2ccccc2)n1, [K+], [K+]. The reactants are CN1C(C(C2=CC(=CC=C12)S(=O)(=O)N1[C@@H](CCC1)COC1=CC=CC=C1)=O)=O ((S)-1-Methyl-5-(2-phenoxymethyl-pyrrolidine-1-sulfonyl)-1H-indole-2,3-dione), O(C1=CC=CC=C1)C[C@H]1N(CC1)S(=O)(=O)C=1C=C2C(C(NC2=CC1)=O)=O ((S)-5-(2-Phenoxymethyl-azetidine-1-sulfonyl)-1H-indole-2,3-dione), BrCC1=CC(=NC=C1)F (4-(bromomethyl)-2-fluoropyridine). Yields the product FC1=NC=CC(=C1)CN1C(C(C2=CC(=CC=C12)S(=O)(=O)N1[C@@H](CC1)COC1=CC=CC=C1)=O)=O ((S)-1-(2-Fluoropyridin-4-yl-methyl)-5-(2-phenoxymethylazetidine-1-sulfonyl)-1H-indole-2,3-dione). Isolated yield 30.0%. As a reaction SMILES: CN1C2C(=CC(S(N3CCC[C@H]3COC3C=CC=CC=3)(=O)=O)=CC=2)C(=O)C1=O.[O:29]([CH2:36][C@@H:37]1[CH2:40][CH2:39][N:38]1[S:41]([C:44]1[CH:45]=[C:46]2[C:50](=[CH:51][CH:52]=1)[NH:49][C:48](=[O:53])[C:47]2=[O:54])(=[O:43])=[O:42])[C:30]1[CH:35]=[CH:34][CH:33]=[CH:32][CH:31]=1.Br[CH2:56][C:57]1[CH:62]=[CH:61][N:60]=[C:59]([F:63])[CH:58]=1>>[F:63][C:59]1[CH:58]=[C:57]([CH2:56][N:49]2[C:50]3[C:46](=[CH:45][C:44]([S:41]([N:38]4[CH2:39][CH2:40][C@H:37]4[CH2:36][O:29][C:30]4[CH:35]=[CH:34][CH:33]=[CH:32][CH:31]=4)(=[O:43])=[O:42])=[CH:52][CH:51]=3)[C:47](=[O:54])[C:48]2=[O:53])[CH:62]=[CH:61][N:60]=1. Reported procedure: (S)-1-(2-Fluoropyridin-4-yl-methyl)-5-(2-phenoxymethylazetidine-1-sulfonyl)-1H-indole-2,3-dione (18h) was prepared according to the same procedure for compound 11a, except using compound 17 and 4-(bromomethyl)-2-fluoropyridine, and purified with ether to afford 36 mg (30%) of 18h as an orange solid, mp 159.0-159.9° C. 1H NMR (300 MHz, CDCl3) δ 8.23 (d, J=5.1 Hz, 1H), 8.08 (s, 1. H), 7.98 (dd, J=8.7 Hz, J=2.1 Hz, 1H), 7.22 (m, 2H), 7.10 (d, J=5.4 Hz, 1H), 6.93 (t, J=7.5 Hz, 1H), 6.84-6.72 (m, 4H)... The reactants are BrC=1C=C2CC(NC2=CC1)=O (5-bromoindolin-2-one), CNCCNC (N,N′-dimethylethylenediamine), C(#C)C1=CC=CC=C1 (ethynylbenzene), [N-]=[N+]=[N-].[Na+] (sodium azide), O=C1C(O)=C([O-])[C@H](O1)[C@@H](O)CO.[Na+] (sodium ascorbate). Reagents/catalysts: [Cu]I (CuI). Run in CCO (EtOH), O (H2O). Run at temperature 80 celsius. Yields the product C1(=CC=CC=C1)C=1N=NN(C1)C=1C=C2CC(NC2=CC1)=O (5-(4-phenyl-1H-1,2,3-triazol-1-yl)indolin-2-one). Yield: 65.1%. Reaction SMILES: Br[C:2]1[CH:3]=[C:4]2[C:8](=[CH:9][CH:10]=1)[NH:7][C:6](=[O:11])[CH2:5]2.CNCCNC.[C:18]([C:20]1[CH:25]=[CH:24][CH:23]=[CH:22][CH:21]=1)#[CH:19].[N-:26]=[N+:27]=[N-:28].[Na+].O=C1O[C@H]([C@H](CO)O)C([O-])=C1O.[Na+]>CCO.O.[Cu]I>[C:20]1([C:18]2[N:26]=[N:27][N:28]([C:2]3[CH:3]=[C:4]4[C:8](=[CH:9][CH:10]=3)[NH:7][C:6](=[O:11])[CH2:5]4)[CH:19]=2)[CH:25]=[CH:24][CH:23]=[CH:22][CH:21]=1 |f:3.4,5.6|. Procedure details: The mixture of 5-bromoindolin-2-one (530 mg, 2.5 mmol), N,N′-dimethylethylenediamine (44 mg, 0.5 mmol), ethynylbenzene (274 μl, 2.5 mmol), CuI (48 mg, 0.25 mmol), sodium azide (325 mg, 5 mmol) and sodium ascorbate (99 mg, 0.5 mmol) in EtOH (7 ml), H2O (3 ml) was heated to 80° C. for 18 h. All reagents were re-added and heated to 80° C. for 10 h. After confirming the reaction complete, reaction mixture was cooled to room temperature and EtOH was removed under reduced pressure. 20 ml of water was ... The reactants are CCCCO, CC(C)Oc1ccc(-c2nc(-c3cccc4c(Cl)nccc34)no2)cc1Cl, CC(C)(C)OC(=O)N1CCNCC1. Yields the product CC(C)Oc1ccc(-c2nc(-c3cccc4c(N5CCN(C(=O)OC(C)(C)C)CC5)nccc34)no2)cc1Cl. Reaction SMILES: [CH2:41]([OH:42])[CH2:43][CH2:44][CH3:45].[Cl:1][c:2]1[n:3][cH:4][cH:5][c:6]2[c:7](-[c:12]3[n:13][o:14][c:15](-[c:17]4[cH:18][c:19]([Cl:27])[c:20]([O:23][CH:24]([CH3:25])[CH3:26])[cH:21][cH:22]4)[n:16]3)[cH:8][cH:9][cH:10][c:11]12.[N:28]1([C:34](=[O:35])[O:36][C:37]([CH3:38])([CH3:39])[CH3:40])[CH2:29][CH2:30][NH:31][CH2:32][CH2:33]1>>[c:2]1([N:31]2[CH2:30][CH2:29][N:28]([C:34](=[O:35])[O:36][C:37]([CH3:38])([CH3:39])[CH3:40])[CH2:33][CH2:32]2)[n:3][cH:4][cH:5][c:6]2[c:7](-[c:12]3[n:13][o:14][c:15](-[c:17]4[cH:18][c:19]([Cl:27])[c:20]([O:23][CH:24]([CH3:25])[CH3:26])[cH:21][cH:22]4)[n:16]3)[cH:8][cH:9][cH:10][c:11]12. Starting materials: ClC1=C(C(=O)Cl)C=CC=C1 (2-chlorobenzoyl chloride), CCN(C(C)C)C(C)C (DIEA), CN1C(=CC2=CC=CC=C12)C1=CN=C(S1)N (5-(1-methylindol-2-yl)-1,3-thiazole-2-ylamine). The reagents and catalysts are CN(C)C=1C=CN=CC1 (DMAP). Solvent: C(Cl)Cl (DCM), C(Cl)Cl (DCM). Conditions: time 8 hour. Product: ClC1=C(C=CC=C1)C(=O)NC=1SC(=CN1)C=1N(C2=CC=CC=C2C1)C ((2-chlorophenyl)-N-[5-(1-methylindol-2-yl)(1,3-thiazol-2-yl)]carboxamide). Isolated yield 97.0%. RXN SMILES: [CH3:1][N:2]1[C:10]2[C:5](=[CH:6][CH:7]=[CH:8][CH:9]=2)[CH:4]=[C:3]1[C:11]1[S:15][C:14]([NH2:16])=[N:13][CH:12]=1.[Cl:17][C:18]1[CH:26]=[CH:25][CH:24]=[CH:23][C:19]=1[C:20](Cl)=[O:21].CCN(C(C)C)C(C)C>C(Cl)Cl.CN(C1C=CN=CC=1)C>[Cl:17][C:18]1[CH:26]=[CH:25][CH:24]=[CH:23][C:19]=1[C:20]([NH:16][C:14]1[S:15][C:11]([C:3]2[N:2]([CH3:1])[C:10]3[C:5]([CH:4]=2)=[CH:6][CH:7]=[CH:8][CH:9]=3)=[CH:12][N:13]=1)=[O:21]. Procedure: To a mixture of 5-(1-methylindol-2-yl)-1,3-thiazole-2-ylamine (53, 10 mg, 0.043 mmol) in 1 ml DCM were added 2-chlorobenzoyl chloride (11 μl, 2 eq), DIEA (37 μl, 3 eq) and DMAP (2 mg). After stirred at r.t for overnight, the reaction mixture was worked up with DCM/aq. NaCO3, the DCM phase was concentrated to dryness. The solid residue was dissolved in 2 ml THF/MeOH/H2O (5:4:1). 0.1 ml of 1N NaOH were added and mixture was stirred at r.t for 1 h before worked up DCM//aq. NaCO3. DCM phase was conc... Reactants: CO, FC(F)(F)c1cnc(Cl)nc1Cl, N. Yields the product Nc1ncc(C(F)(F)F)c(Cl)n1. RXN SMILES: [CH3:14][OH:15].[Cl:2][c:3]1[n:4][cH:5][c:6]([C:10]([F:11])([F:12])[F:13])[c:7]([Cl:9])[n:8]1.[NH3:1]>>[NH2:1][c:3]1[n:4][cH:5][c:6]([C:10]([F:11])([F:12])[F:13])[c:7]([Cl:9])[n:8]1.